This data is from the Open Reaction Database (ORD), a public repository of structured organic reaction records. The task is: describe an organic reaction: reactants, conditions, products, and yield Reactants: ON=C(C1=CN=CC=C1)N (N′-hydroxynicotinimidamide), FC=1C=C(C(=O)O)C=CC1O (3-fluoro-4-hydroxybenzoic acid), N (NH3). The product is FC1=C(C=CC(=C1)C1=NC(=NO1)C=1C=NC=CC1)O (2-fluoro-4-(3-(pyridin-3-yl)-1,2,4-oxadiazol-5-yl)phenol). RXN SMILES: [OH:1][N:2]=[C:3]([NH2:10])[C:4]1[CH:9]=[CH:8][CH:7]=[N:6][CH:5]=1.[F:11][C:12]1[CH:13]=[C:14]([CH:18]=[CH:19][C:20]=1[OH:21])[C:15](O)=O.N>>[F:11][C:12]1[CH:13]=[C:14]([C:15]2[O:1][N:2]=[C:3]([C:4]3[CH:5]=[N:6][CH:7]=[CH:8][CH:9]=3)[N:10]=2)[CH:18]=[CH:19][C:20]=1[OH:21]. Procedure: The title compound was prepared according to the procedure of Example 8 using N′-hydroxynicotinimidamide (Aldrich) and 3-fluoro-4-hydroxybenzoic acid (Aldrich). 1H NMR (300 MHz, CD3OD) δ 7.09 (t, J=8.7 Hz, 1 H), 7.63 (ddd, J=7.9, 5.2, 0.8 Hz, 1 H), 7.86-7.93 (m, 2 H), 8.53 (dt, J=7.9, 2.0 Hz, 1 H), 8.72 (dd, J=4.8, 1.6 Hz, 1 H), 9.27 (dd, J=2.4, 0.8 Hz, 1 H) ppm; MS (DCI/NH3) m/z 258 (M+H)+. Reactants: CC(C)(C)OC(=O)NC1CCCCC1CC#N, CO, Cl, C1COCCO1. Yields the product N#CCC1CCCCC1N. Reaction SMILES: [C:1](#[N:2])[CH2:3][CH:4]1[CH:5]([NH:10][C:11](=[O:12])[O:13][C:14]([CH3:15])([CH3:16])[CH3:17])[CH2:6][CH2:7][CH2:8][CH2:9]1.[CH3:18][OH:19].[ClH:20].[O:21]1[CH2:22][CH2:23][O:24][CH2:25][CH2:26]1>>[C:1](#[N:2])[CH2:3][CH:4]1[CH:5]([NH2:10])[CH2:6][CH2:7][CH2:8][CH2:9]1. The reactants are C(C)(C)(C)[SiH2]OC(C1=CC(=NC=C1)C)(C)C (4-(tert-Butyl-dimethyl-silanyloxymethyl)-2-methyl-pyridine), C1=CC(=CC(=C1)Cl)C(=O)OO (m-CPBA). The solvent is ClCCl (dichloromethane). Product: C(C)(C)(C)[SiH2]OC(C1=CC(=[N+](C=C1)[O-])C)(C)C (4-(tert-butyl-dimethyl-silanyloxymethyl)-2-methyl-pyridine 1-oxide). Isolated yield 92.3%. Reaction SMILES: [C:1]([SiH2:5][O:6][C:7]([CH3:16])([CH3:15])[C:8]1[CH:13]=[CH:12][N:11]=[C:10]([CH3:14])[CH:9]=1)([CH3:4])([CH3:3])[CH3:2].C1C=C(Cl)C=C(C(OO)=[O:25])C=1>ClCCl>[C:1]([SiH2:5][O:6][C:7]([CH3:16])([CH3:15])[C:8]1[CH:13]=[CH:12][N+:11]([O-:25])=[C:10]([CH3:14])[CH:9]=1)([CH3:4])([CH3:3])[CH3:2]. Reported procedure: 4-(tert-Butyl-dimethyl-silanyloxymethyl)-2-methyl-pyridine (11.47 g, 0.248.4 mmol) was stirred with 57-80% m-CPBA (25.8 g) in dichloromethane (100 ml) in a water bath for 24 hr. The mixture was evaporated in vacuo and the residue was purified by silica gel column chromatography (eluent, ether:hexane (3:1)) to afford 11.3 g (93%) of 4-(tert-butyl-dimethyl-silanyloxymethyl)-2-methyl-pyridine 1-oxide as a white solid. 1H NMR (200 MHz, CDCl3) δ 0.11 (6H, s), 0.94 (9H, s), (3H, s), 2.52 (3H, s), 4.67...